From a dataset of the Open Reaction Database (ORD), a public repository of structured organic reaction records. describe an organic reaction: reactants, conditions, products, and yield The reactants are C(CO)Cl (ethylene chlorohydrine), [I-].[K+] (potassium iodide), CC1=C(C(=CC=C1)C)N1C(N(C(C1)C)C1=C(C=CC=C1C)C)=N (1,3-bis(2',6'-dimethylphenyl)-2-imino-4-methyl-imidazolidine), O (water), CN(C=O)C (dimethylformamide). Run at time 6 hour. Yields the product Cl.CC1=C(C(=CC=C1)C)N1C(N(C(C1=N)C)C1=C(C=CC=C1C)C)CCO (1,3-bis(2',6'-dimethylphenyl)-2-(β-hydroxyethyl)-imino-4-methyl-imidazolidine hydrochloride). Isolated yield 34.3%. As a reaction SMILES: [CH2:1]([Cl:4])[CH2:2][OH:3].[I-].[K+].[CH3:7][C:8]1[CH:13]=[CH:12][CH:11]=[C:10]([CH3:14])[C:9]=1[N:15]1[CH2:19][CH:18]([CH3:20])[N:17]([C:21]2[C:26]([CH3:27])=[CH:25][CH:24]=[CH:23][C:22]=2[CH3:28])[C:16]1=N.O.C[N:32](C)C=O>>[ClH:4].[CH3:14][C:10]1[CH:11]=[CH:12][CH:13]=[C:8]([CH3:7])[C:9]=1[N:15]1[C:19](=[NH:32])[CH:18]([CH3:20])[N:17]([C:21]2[C:22]([CH3:28])=[CH:23][CH:24]=[CH:25][C:26]=2[CH3:27])[CH:16]1[CH2:1][CH2:2][OH:3] |f:1.2,6.7|. Procedure: 1.5 ml (1.8 g, 0.022 moles) of ethylene chlorohydrine and 0.35 g (0.002 moles) of potassium iodide are added to a solution of 6.14 g (0.02 moles) of 1,3-bis(2',6'-dimethylphenyl)-2-imino-4-methyl-imidazolidine, obtained as described in Example 3, in 60 ml of dry dimethylformamide. The resulting mixture is stirred at 100° to 105° C. for 6 hours, thereafter it is poured onto 300 ml of icy water. The separated product is filtered off, washed with water and ethyl acetate, and dried. 1.6 g of 1,3-bis... The reactants are NC=1C(=NN(C1NC)C)C (4-amino-1,3-dimethyl-5-methylaminopyrazole), C1(=CC=CC=C1)C (toluene), C1(=CC=CC=C1)C (toluene), [Cl-].C(CC(=O)[O-])(=O)OC (monomethyl malonate chloride). Run in C(Cl)(Cl)Cl (chloroform). Run at time 1 hour. Yields the product C(C)OC(=O)CC(=O)NC=1C(=NN(C1NC)C)C (4-α-Ethoxycarbonylacetylamino-1,3-dimethyl-5-methylaminopyrazole). Reaction SMILES: [NH2:1][C:2]1[C:3]([CH3:10])=[N:4][N:5]([CH3:9])[C:6]=1[NH:7][CH3:8].[Cl-].[C:12]([O:18][CH3:19])(=[O:17])[CH2:13][C:14]([O-])=[O:15].[C:20]1(C)C=CC=CC=1>C(Cl)(Cl)Cl>[CH2:19]([O:18][C:12]([CH2:13][C:14]([NH:1][C:2]1[C:3]([CH3:10])=[N:4][N:5]([CH3:9])[C:6]=1[NH:7][CH3:8])=[O:15])=[O:17])[CH3:20] |f:1.2|. Procedure: 1.4 g (0.01 mole) of 4-amino-1,3-dimethyl-5-methylaminopyrazole are dissolved in 20 ml of toluene, 1 ml (0.012 mole) of monomethyl malonate chloride is slowly added dropwise, whilst cooling with ice, and the mixture is subsequently stirred at room temperature for one hour. The toluene is stripped off in vacuo, the residue is taken up in chloroform and the mixture is washed with ice-cold NaHCO3 solution and water and dried with Na2SO4. After evaporating off the solvent, a yellowish oil remains wh...